Dataset: the Open Reaction Database (ORD), a public repository of structured organic reaction records. Task: describe an organic reaction: reactants, conditions, products, and yield Reactants: [Al+3], CCCCCCCCS, [Cl-], [Cl-], [Cl-], ClCCl, CCOC(=O)CCc1ccc(OC)cc1F, O. Product: CCOC(=O)CCc1ccc(O)cc1F. RXN SMILES: [Al+3:18].[CH2:21]([SH:22])[CH2:23][CH2:24][CH2:25][CH2:26][CH2:27][CH2:28][CH3:29].[Cl-:17].[Cl-:19].[Cl-:20].[Cl:31][CH2:32][Cl:33].[F:1][c:2]1[c:3]([CH2:10][CH2:11][C:12](=[O:13])[O:14][CH2:15][CH3:16])[cH:4][cH:5][c:6]([O:8][CH3:9])[cH:7]1.[OH2:30]>>[F:1][c:2]1[c:3]([CH2:10][CH2:11][C:12](=[O:13])[O:14][CH2:15][CH3:16])[cH:4][cH:5][c:6]([OH:8])[cH:7]1.